This data is from the Open Reaction Database (ORD), a public repository of structured organic reaction records. The task is: describe an organic reaction: reactants, conditions, products, and yield Starting materials: ClNC(CCC(=O)N)=O (N-chloro succinamide), CSC (dimethyl sulfide), C(C1=CC=CC=C1)OC1=NC(=CC(=C1CO)CC)C ([2-(benzyloxy)-4-ethyl-6-methylpyridin-3-yl]methanol). The solvent is ClCCl (dichloromethane), ClCCl (dichloromethane), [Cl-].[Na+].O (brine). Conditions: temperature -20 celsius. Yields the product C(C1=CC=CC=C1)OC1=NC(=CC(=C1CCl)CC)C (2-(benzyloxy)-3-(chloromethyl)-4-ethyl-6-methylpyridine). The yield is 22.9%. RXN SMILES: [Cl:1]NC(=O)CCC(N)=O.CSC.[CH2:13]([O:20][C:21]1[C:26]([CH2:27]O)=[C:25]([CH2:29][CH3:30])[CH:24]=[C:23]([CH3:31])[N:22]=1)[C:14]1[CH:19]=[CH:18][CH:17]=[CH:16][CH:15]=1>ClCCl.[Cl-].[Na+].O>[CH2:13]([O:20][C:21]1[C:26]([CH2:27][Cl:1])=[C:25]([CH2:29][CH3:30])[CH:24]=[C:23]([CH3:31])[N:22]=1)[C:14]1[CH:19]=[CH:18][CH:17]=[CH:16][CH:15]=1 |f:4.5.6|. Procedure: To a 0° C. solution of N-chloro succinamide (81.5 mg, 0.598 mmol) in dichloromethane (2.47 mL) was added dimethyl sulfide (48 ul, 0.653 mmol). The reaction mixture was then cooled to −20° C. and a solution of [2-(benzyloxy)-4-ethyl-6-methylpyridin-3-yl]methanol (Cpd DD, 140 mg, 0.554 mmol) in dichloromethane (1 mL) was added drop wise. After 2 hours the reaction mixture was poured into brine (5 mL) then extracted with dichloromethane (10 mL). The organic layer was dried over sodium sulfate, filt... The reactants are C(C(C)C)C1=CC=C(C=C1)C(C)=O (p-isobutylacetophenone), [OH-].[Na+] (sodium hydroxide), C1(=CC=CC=C1)SC (thioanisole), S(=O)(=O)(OC)OC (dimethyl sulfate), COS(=O)(=O)[O-].C1(=CC=CC=C1)[S+](C)C (phenyldimethylsulfonium methylsulfate). Solvent: C1(=CC=CC=C1)C (toluene). Conditions: time 30 minute. Yields the product C(C(C)C)C1=CC=C(C=C1)C1(CO1)C (2-(4-isobutylphenyl)-1,2-epoxypropane). The yield is 86.5%. As a reaction SMILES: [C:1]1(SC)C=CC=CC=1.S(OC)(OC)(=O)=O.COS([O-])(=O)=O.C1([S+](C)C)C=CC=CC=1.[CH2:31]([C:35]1[CH:40]=[CH:39][C:38]([C:41](=[O:43])[CH3:42])=[CH:37][CH:36]=1)[CH:32]([CH3:34])[CH3:33].[OH-].[Na+]>C1(C)C=CC=CC=1>[CH2:31]([C:35]1[CH:36]=[CH:37][C:38]([C:41]2([CH3:1])[O:43][CH2:42]2)=[CH:39][CH:40]=1)[CH:32]([CH3:34])[CH3:33] |f:2.3,5.6|. Procedure details: 24.8 g (0.2 mole) of thioanisole was heated to 90° C. with stirring, 27.8 g (0.22 mole) of dimethyl sulfate was added thereto at 90°-95° C. over a period of 30 minutes and stirred for another 30 minutes at the same temperature. To the reaction mixture, 100 ml of toluene was added portionwise so as to maintain the temperature above 80° C. and then the mixture was cooled gradually with stirring to afford a suspension of phenyldimethylsulfonium methylsulfate in quantititative yield. To the suspensi... The reactants are ClC(=O)OC1=CC=CC=C1 (Phenyl chloroformate), C[C@@H]1N(CCOC1)C1=NC(=NC(=C1)C(C)(C)S(=O)(=O)C(C)(C)C)C1=CC=C(N)C=C1 (4-[4-[(3S)-3-methylmorpholin-4-yl]-6-(2-tert-butylsulfonylpropan-2-yl)pyrimidin-2-yl]aniline), C(O)([O-])=O.[Na+] (sodium hydrogen carbonate). Solvent: O1CCOCC1 (dioxane). Reaction conditions: time 2 hour. The product is C[C@@H]1N(CCOC1)C1=NC(=NC(=C1)C(C)(C)S(=O)(=O)C(C)(C)C)C1=CC=C(C=C1)NC(OC1=CC=CC=C1)=O (Phenyl N-[4-[4-[(3S)-3-methylmorpholin-4-yl]-6-(2-tert-butylsulfonylpropan-2-yl)pyrimidin-2-yl]phenyl]carbamate). The yield is 96.2%. As a reaction SMILES: Cl[C:2]([O:4][C:5]1[CH:10]=[CH:9][CH:8]=[CH:7][CH:6]=1)=[O:3].[CH3:11][C@H:12]1[CH2:17][O:16][CH2:15][CH2:14][N:13]1[C:18]1[CH:23]=[C:22]([C:24]([S:27]([C:30]([CH3:33])([CH3:32])[CH3:31])(=[O:29])=[O:28])([CH3:26])[CH3:25])[N:21]=[C:20]([C:34]2[CH:40]=[CH:39][C:37]([NH2:38])=[CH:36][CH:35]=2)[N:19]=1.C(=O)([O-])O.[Na+]>O1CCOCC1>[CH3:11][C@H:12]1[CH2:17][O:16][CH2:15][CH2:14][N:13]1[C:18]1[CH:23]=[C:22]([C:24]([S:27]([C:30]([CH3:33])([CH3:32])[CH3:31])(=[O:29])=[O:28])([CH3:25])[CH3:26])[N:21]=[C:20]([C:34]2[CH:40]=[CH:39][C:37]([NH:38][C:2](=[O:3])[O:4][C:5]3[CH:10]=[CH:9][CH:8]=[CH:7][CH:6]=3)=[CH:36][CH:35]=2)[N:19]=1 |f:2.3|. Reported procedure: Phenyl chloroformate (0.368 mL, 2.93 mmol) was added to 4-[4-[(3S)-3-methylmorpholin-4-yl]-6-(2-tert-butylsulfonylpropan-2-yl)pyrimidin-2-yl]aniline (1.153 g, 2.67 mmol) and sodium hydrogen carbonate (0.336 g, 4.00 mmol) in dioxane (20 mL) at RT. The resulting slurry was stirred at RT for 2 hours. The reaction mixture was partitioned between ethyl acetate and water. The organic solution was dried (MgSO4), filtered and concentrated under reduced pressure. The residue was chromatographed on silica... Reactants: BrC1=C(C=C(C=C1)[N+](=O)[O-])CO ((2-bromo-5-nitrophenyl)methanol), C1CCOC1 (THF), C(C)(C)N(CC)C(C)C (diisopropylethylamine), CS(=O)(=O)Cl (methanesulfonyl chloride). The solvent is O (water), C(C)(=O)OCC (ethyl acetate). Conditions: time 8 hour. The product is BrC1=C(C=C(C=C1)[N+](=O)[O-])CCl (1-Bromo-2-chloromethyl-4-nitrobenzene). Reaction SMILES: [Br:1][C:2]1[CH:7]=[CH:6][C:5]([N+:8]([O-:10])=[O:9])=[CH:4][C:3]=1[CH2:11]O.C1COCC1.C(N(C(C)C)CC)(C)C.CS([Cl:31])(=O)=O>O.C(OCC)(=O)C>[Br:1][C:2]1[CH:7]=[CH:6][C:5]([N+:8]([O-:10])=[O:9])=[CH:4][C:3]=1[CH2:11][Cl:31]. Reported procedure: To a mixture of (2-bromo-5-nitrophenyl)methanol (6.32 g) and THF (150 mL) there were added diisopropylethylamine (5.21 mL) and methanesulfonyl chloride (2.32 mL) dropwise in that order at −10° C. under a nitrogen atmosphere. The mixture was stirred overnight at room temperature, and then ethyl acetate (400 mL) and water (200 mL) were added. The mixture was sufficiently shaken, and then the organic layer was separated oft washed with water (200 mL) and saturated aqueous sodium chloride (200 mL) i... Starting materials: NC(C(=O)O)CCCC1=CC=CC=C1 ((±)-2-Amino-5-phenylpentanoic acid), C=1C=CC(=C(C1)C=O)C=O (OPA), CuSO4.5H2O, C(C)(=O)N[C@@H](CS)C(=O)O (N-acetyl cysteine), 1L, CC1(OC[C@@]2(O1)C(=O)[C@@H]3[C@H](CO2)OC(O3)(C)C)C (L-enantiomer), [OH-].[NH4+] (ammonium hydroxide), C(C)(=O)[O-].[NH4+] (ammonium acetate), [OH-].[Na+] (sodium hydroxide), L-amino acid, C=1C=CC(=C(C1)C=O)C=O (ortho-phthalaldehyde), B([O-])([O-])[O-].[Na+].[Na+].[Na+] (sodium borate), P(O)(O)(O)=O (phosphoric acid), N1[C@H](C(=O)O)CCC1 (L-proline). Run in O (water), C(C)#N (acetonitrile), O (water). Reaction conditions: temperature 45 celsius. Product: N[C@@H](C(=O)O)CCCC1=CC=CC=C1 (2-(R)-Amino-5-phenylpentanoic acid). Isolated yield 49.5%. RXN SMILES: [NH2:1][CH:2]([CH2:6][CH2:7][CH2:8][C:9]1[CH:14]=[CH:13][CH:12]=[CH:11][CH:10]=1)[C:3]([OH:5])=[O:4].[OH-].[Na+].P(=O)(O)(O)O.N1CCC[C@H]1C(O)=O.C([O-])(=O)C.[NH4+].[OH-].[NH4+].C1C=CC(C=O)=C(C=O)C=1.B([O-])([O-])[O-].[Na+].[Na+].[Na+].C(N[C@H](C(O)=O)CS)(=O)C.CC1(C)O[C@]2(OC[C@@H]3OC(C)(C)O[C@@H]3C2=O)CO1>O.C(#N)C>[NH2:1][C@H:2]([CH2:6][CH2:7][CH2:8][C:9]1[CH:10]=[CH:11][CH:12]=[CH:13][CH:14]=1)[C:3]([OH:5])=[O:4] |f:1.2,5.6,7.8,10.11.12.13|. Procedure: (±)-2-Amino-5-phenylpentanoic acid (35 g) was suspended in water (3 L) and solubilized by adjusting the pH to 12 with 7N sodium hydroxide solution. The pH was readjusted to pH 8 using 1M phosphoric acid with continuous stirring at 45° C. The solution was allowed to cool to 40° C. and L-amino acid oxidase (Sigma, 0.7 unit/mg) was added. The reaction was stirred with good aeration at 37°-40° C. for two weeks. The reaction was monitored using the following High Pressure Liquid Chromatography (HPLC)... Starting materials: O (water), [OH-].[Na+] (sodium hydroxide), C(CCC)C=1N(C(=C(N1)C(F)(F)F)CO)CC1=CC=C(C=C1)C1=C(C=CC=C1)C1=NN=NN1C(C1=CC=CC=C1)(C1=CC=CC=C1)C1=CC=CC=C1 (2-butyl-5-hydroxymethyl-4-trifluoromethyl-1-[(2'-(triphenylmethyltetrazol-5-yl)biphenyl-4-yl)methyl]imidazole). Run in Cl (hydrochloric acid), O1CCCC1 (tetrahydrofuran). Product: C(CCC)C=1N(C(=C(N1)C(F)(F)F)CO)CC1=CC=C(C=C1)C1=C(C=CC=C1)C1=NN=NN1 (2-butyl-5-hydroxymethyl-1-[(2'-(1H-tetrazol-5-yl)biphenyl-4-yl)methyl]-4-trifluoromethylimidazole). Yield: 76.9%. RXN SMILES: [CH2:1]([C:5]1[N:6]([CH2:16][C:17]2[CH:22]=[CH:21][C:20]([C:23]3[CH:28]=[CH:27][CH:26]=[CH:25][C:24]=3[C:29]3[N:33](C(C4C=CC=CC=4)(C4C=CC=CC=4)C4C=CC=CC=4)[N:32]=[N:31][N:30]=3)=[CH:19][CH:18]=2)[C:7]([CH2:14][OH:15])=[C:8]([C:10]([F:13])([F:12])[F:11])[N:9]=1)[CH2:2][CH2:3][CH3:4].O.[OH-].[Na+]>Cl.O1CCCC1>[CH2:1]([C:5]1[N:6]([CH2:16][C:17]2[CH:22]=[CH:21][C:20]([C:23]3[CH:28]=[CH:27][CH:26]=[CH:25][C:24]=3[C:29]3[NH:33][N:32]=[N:31][N:30]=3)=[CH:19][CH:18]=2)[C:7]([CH2:14][OH:15])=[C:8]([C:10]([F:12])([F:11])[F:13])[N:9]=1)[CH2:2][CH2:3][CH3:4] |f:2.3|. Procedure details: A solution of 4.06 g of 2-butyl-5-hydroxymethyl-4-trifluoromethyl-1-[(2'-(triphenylmethyltetrazol-5-yl)biphenyl-4-yl)methyl]imidazole in 40 mL of 10% hydrochloric acid and 80 mL of tetrahydrofuran was stirred at 25° for 2 hours and then poured into water containing an excess of sodium hydroxide. The aqueous solution was washed with diethyl ether, adjusted to pH 3 with 10% hydrochloric acid, and then extracted with chloroform. The combined chloroform extracts were washed with brine, dried over an... The reactants are C#C[Si](C)(C)C, C#Cc1ccc2c(c1)NC(=O)Cc1cnc(Nc3ccc(OC)c(OC)c3)nc1-2, C[Si](C)(C)C#Cc1ccc(Nc2ncc3c(n2)-c2ccc(Cl)cc2NC(=O)C3)cc1. The product is C#Cc1ccc(Nc2ncc3c(n2)-c2ccc(Cl)cc2NC(=O)C3)cc1. As a reaction SMILES: [C:1]([Si:2]([CH3:3])([CH3:4])[CH3:5])#[CH:6].[CH3:37][O:38][c:39]1[cH:40][c:41]([NH:42][c:43]2[n:44][cH:45][c:46]3[c:59]([n:60]2)-[c:58]2[c:51]([cH:52][c:53]([C:54]#[CH:55])[cH:56][cH:57]2)[NH:50][C:48](=[O:49])[CH2:47]3)[cH:61][cH:62][c:63]1[O:64][CH3:65].[Cl:7][c:8]1[cH:9][cH:10][c:11]2[c:12]([cH:36]1)[NH:13][C:14](=[O:35])[CH2:15][c:16]1[c:17]-2[n:18][c:19]([NH:22][c:23]2[cH:24][cH:25][c:26]([C:29]#[C:30][Si:31]([CH3:32])([CH3:33])[CH3:34])[cH:27][cH:28]2)[n:20][cH:21]1>>[Cl:7][c:8]1[cH:9][cH:10][c:11]2[c:12]([cH:36]1)[NH:13][C:14](=[O:35])[CH2:15][c:16]1[c:17]-2[n:18][c:19]([NH:22][c:23]2[cH:24][cH:25][c:26]([C:29]#[CH:30])[cH:27][cH:28]2)[n:20][cH:21]1.